This data is from the Open Reaction Database (ORD), a public repository of structured organic reaction records. The task is: describe an organic reaction: reactants, conditions, products, and yield The reactants are COC(=O)C(C)O, C1COCCN1. The product is CC(O)C(=O)N1CCOCC1. As a reaction SMILES: [C:1]([CH:2]([OH:3])[CH3:4])([O:6][CH3:5])=[O:7].[CH2:8]1[CH2:9][O:10][CH2:11][CH2:12][NH:13]1>>[C:1]([CH:2]([OH:3])[CH3:4])(=[O:6])[N:13]1[CH2:8][CH2:9][O:10][CH2:11][CH2:12]1. The reactants are ClCCl, CN1CCN(C(=O)OC(C)(C)C)CC1(C)c1nc(O)c(O)c(C(=O)NCc2ccc(F)cc2)n1, O=C(O)C(F)(F)F. Product: CN1CCNCC1(C)c1nc(O)c(O)c(C(=O)NCc2ccc(F)cc2)n1. As a reaction SMILES: [Cl:35][CH2:36][Cl:37].[F:1][c:2]1[cH:3][cH:4][c:5]([CH2:6][NH:7][C:8](=[O:9])[c:10]2[n:11][c:12]([C:18]3([CH3:32])[CH2:19][N:20]([C:25]([O:26][C:27]([CH3:28])([CH3:29])[CH3:30])=[O:31])[CH2:21][CH2:22][N:23]3[CH3:24])[n:13][c:14]([OH:17])[c:15]2[OH:16])[cH:33][cH:34]1.[F:38][C:39]([F:40])([F:41])[C:42]([OH:43])=[O:44]>>[F:1][c:2]1[cH:3][cH:4][c:5]([CH2:6][NH:7][C:8](=[O:9])[c:10]2[n:11][c:12]([C:18]3([CH3:32])[CH2:19][NH:20][CH2:21][CH2:22][N:23]3[CH3:24])[n:13][c:14]([OH:17])[c:15]2[OH:16])[cH:33][cH:34]1. Procedure: 2-Methylthiophenol (10.60 g, 85.5 mmol), potassium carbonate (11.82 g, 82.0 mmol) and ditosylated dicyanohydroquinone (20.00 g, 42.7 mmol) in DMF (75 mL) were reacted as described above. The mixture was isolated as described above to give a yellow oil. The material was purified by flash column chromatography (eluting 10% ethyl acetate:isohexane) to give the title compound as a yellow solid (8.85 g, 23.8 mmol, 42%). [Found: C, 70.7%; H, 4.6%; N, 7.5%; S, 17.2%; C22H16N2S2 requires C, 70.9%; H, 4.... Reaction SMILES: [CH3:1][C:2]1[CH:7]=[CH:6][CH:5]=[CH:4][C:3]=1[SH:8].C(=O)([O-])[O-].[K+].[K+].C[N:16]([CH:18]=O)C>>[CH3:1][C:2]1[CH:7]=[CH:6][CH:5]=[CH:4][C:3]=1[S:8][C:2]1[CH:7]=[CH:6][C:5]([S:8][C:3]2[CH:4]=[CH:5][CH:6]=[CH:7][C:2]=2[CH3:1])=[C:4]([C:18]#[N:16])[C:3]=1[C:18]#[N:16] |f:1.2.3|. Yield: 42.0%. Yields the product CC1=C(C=CC=C1)SC1=C(C(C#N)=C(C=C1)SC1=C(C=CC=C1)C)C#N (3,6-Bis(2′-methylphenylthio) phthalonitrile). Reactants: CC1=C(C=CC=C1)S (2-Methylthiophenol), C([O-])([O-])=O.[K+].[K+] (potassium carbonate), ditosylated dicyanohydroquinone, CN(C)C=O (DMF). The reactants are CC1CCN(Cc2ccccc2)CC1N(C)c1ncnc2[nH]ccc12, CCO, [H][H], [OH-], [OH-], [Pd+2]. Product: CC1CCNCC1N(C)c1ncnc2[nH]ccc12. As a reaction SMILES: [CH2:1]([c:2]1[cH:3][cH:4][cH:5][cH:6][cH:7]1)[N:8]1[CH2:9][CH:10]([N:15]([c:16]2[c:17]3[c:18]([n:19][cH:20][n:21]2)[nH:22][cH:23][cH:24]3)[CH3:25])[CH:11]([CH3:14])[CH2:12][CH2:13]1.[CH3:28][CH2:29][OH:30].[H:26][H:27].[OH-:31].[OH-:33].[Pd+2:32]>>[NH:8]1[CH2:9][CH:10]([N:15]([c:16]2[c:17]3[c:18]([n:19][cH:20][n:21]2)[nH:22][cH:23][cH:24]3)[CH3:25])[CH:11]([CH3:14])[CH2:12][CH2:13]1. The reactants are OC=1C(=NC=CC1)C(=O)O (3-Hydroxypicolinic acid), C(=O)(N1C=NC=C1)N1C=NC=C1 (carbonyldiimidazole), CN(C=O)C (N,N-dimethylformamide), CN(C=O)C (DMF), suspension, CN(C=O)C (DMF), O(C1=CC=CC=C1)C1=CC=C(N)C=C1 (4-phenoxyaniline). Run in O (Water). Conditions: time 8 hour. Product: OC=1C(=NC=CC1)C(=O)NC1=CC=C(C=C1)OC1=CC=CC=C1 (3-Hydroxy-4′-phenoxypicolinanilide). Yield: 40.5%. RXN SMILES: [OH:1][C:2]1[C:3]([C:8]([OH:10])=O)=[N:4][CH:5]=[CH:6][CH:7]=1.C(N1C=CN=C1)(N1C=CN=C1)=O.CN(C)C=O.[O:28]([C:35]1[CH:41]=[CH:40][C:38]([NH2:39])=[CH:37][CH:36]=1)[C:29]1[CH:34]=[CH:33][CH:32]=[CH:31][CH:30]=1>O>[OH:1][C:2]1[C:3]([C:8]([NH:39][C:38]2[CH:37]=[CH:36][C:35]([O:28][C:29]3[CH:34]=[CH:33][CH:32]=[CH:31][CH:30]=3)=[CH:41][CH:40]=2)=[O:10])=[N:4][CH:5]=[CH:6][CH:7]=1. Reported procedure: 3-Hydroxypicolinic acid (1.39 g, 10.0 mmol) and 1.95 g (12.0 mmol) of carbonyldiimidazole were mixed into anhydrous N,N-dimethylformamide (hereinafter referred to as “DMF”) to prepare a suspension (30 ml). An anhydrous DMF solution (25 ml) of 1.85 g (10.0 mmol) of 4-phenoxyaniline was added dropwise to this suspension, and the reaction was allowed to proceed at room temperature overnight. Water (50 ml) was added to the reaction mixture, followed by extraction with ethyl acetate. The organic laye... Reactants: O=CN1CCC(CCCBr)CC1, CN(C)C=O, [H-], O=[N+]([O-])c1ncc[nH]1, [Na+]. The product is O=CN1CCC(CCCn2ccnc2[N+](=O)[O-])CC1. RXN SMILES: [Br:11][CH2:12][CH2:13][CH2:14][CH:15]1[CH2:16][CH2:17][N:18]([CH:21]=[O:22])[CH2:19][CH2:20]1.[CH3:23][N:24]([CH3:25])[CH:26]=[O:27].[H-:10].[N+:1](=[O:2])([O-:3])[c:4]1[nH:5][cH:6][cH:7][n:8]1.[Na+:9]>>[N+:1](=[O:2])([O-:3])[c:4]1[n:5]([CH2:12][CH2:13][CH2:14][CH:15]2[CH2:16][CH2:17][N:18]([CH:21]=[O:22])[CH2:19][CH2:20]2)[cH:6][cH:7][n:8]1. Starting materials: ClCCl, Cl, Fc1ccc(C(OC2CNC2)c2ccccc2C(F)(F)F)cc1, O=C=NC1CCCCC1. Yields the product O=C(NC1CCCCC1)N1CC(OC(c2ccc(F)cc2)c2ccccc2C(F)(F)F)C1. RXN SMILES: [Cl:34][CH2:35][Cl:36].[ClH:1].[F:2][C:3]([c:4]1[c:5]([CH:6]([c:7]2[cH:8][cH:9][c:10]([F:13])[cH:11][cH:12]2)[O:14][CH:15]2[CH2:16][NH:17][CH2:18]2)[cH:19][cH:20][cH:21][cH:22]1)([F:23])[F:24].[O:25]=[C:26]=[N:27][CH:28]1[CH2:29][CH2:30][CH2:31][CH2:32][CH2:33]1>>[F:2][C:3]([c:4]1[c:5]([CH:6]([c:7]2[cH:8][cH:9][c:10]([F:13])[cH:11][cH:12]2)[O:14][CH:15]2[CH2:16][N:17]([C:26](=[O:25])[NH:27][CH:28]3[CH2:29][CH2:30][CH2:31][CH2:32][CH2:33]3)[CH2:18]2)[cH:19][cH:20][cH:21][cH:22]1)([F:23])[F:24]. Solvent: O1CCCC1 (tetrahydrofuran), O1CCCC1 (tetrahydrofuran). Procedure details: A mixture of 2-(4-fluorophenyl)-3H-imidazo[4,5-b]pyridine-3-acetic acid (5.0 g, 0.01845 mole) and 1,1'-carbonyldiimiazole (2.99 g, 0.01845 mole) was stirred at room temperature in dry tetrahydrofuran (100 ml) for three hours with a stream of nitrogen bubbling through it. A solution of dipropylamine (5.6 g, 0.0554 mole) in tetrahydrofuran (7 ml) was added and the reaction mixture was refluxed overnight under nitrogen. The solvents were removed under reduced pressure and the residue was triturated... Yield: 33.9%. RXN SMILES: [F:1][C:2]1[CH:7]=[CH:6][C:5]([C:8]2[N:16]([CH2:17][C:18]([OH:20])=O)[C:11]3=[N:12][CH:13]=[CH:14][CH:15]=[C:10]3[N:9]=2)=[CH:4][CH:3]=1.[CH2:21]([NH:24][CH2:25][CH2:26][CH3:27])[CH2:22][CH3:23]>O1CCCC1>[F:1][C:2]1[CH:3]=[CH:4][C:5]([C:8]2[N:16]([CH2:17][C:18]([N:24]([CH2:25][CH2:26][CH3:27])[CH2:21][CH2:22][CH3:23])=[O:20])[C:11]3=[N:12][CH:13]=[CH:14][CH:15]=[C:10]3[N:9]=2)=[CH:6][CH:7]=1. Product: FC1=CC=C(C=C1)C1=NC=2C(=NC=CC2)N1CC(=O)N(CCC)CCC (2-(4-Fluorophenyl)-N,N-dipropyl-3H-imidazo[4,5-b]pyridine-3-acetamide). Starting materials: FC1=CC=C(C=C1)C1=NC=2C(=NC=CC2)N1CC(=O)O (2-(4-fluorophenyl)-3H-imidazo[4,5-b]pyridine-3-acetic acid), C(CC)NCCC (dipropylamine).